This data is from the Open Reaction Database (ORD), a public repository of structured organic reaction records. The task is: describe an organic reaction: reactants, conditions, products, and yield Starting materials: ClC1=C(C=C(C=C1)[C@]1(O)[C@H](O)[C@@H](O)[C@H](O)[C@H](O1)CO)CC1=CC=C(C=C1)OS(=O)(=O)C(F)(F)F (1-chloro-4-(β-D-glucopyranos-1-yl)-2-(4-trifluoromethylsulfonyloxy-benzyl)-benzene), C(#C)C1=CC=NC=C1 (4-ethynyl-pyridine). Product: ClC1=C(C=C(C=C1)[C@]1(O)[C@H](O)[C@@H](O)[C@H](O)[C@H](O1)CO)CC1=CC=C(C=C1)C#CC1=CC=NC=C1 (1-Chloro-4-(β-D-glucopyranos-1-yl)-2-[4-(pyridine-4-yl-ethynyl)-benzyl]-benzene). Reaction SMILES: [Cl:1][C:2]1[CH:7]=[CH:6][C:5]([C@:8]2([O:17][C@H:16]([CH2:18][OH:19])[C@@H:14]([OH:15])[C@H:12]([OH:13])[C@H:10]2[OH:11])[OH:9])=[CH:4][C:3]=1[CH2:20][C:21]1[CH:26]=[CH:25][C:24](OS(C(F)(F)F)(=O)=O)=[CH:23][CH:22]=1.[C:35]([C:37]1[CH:42]=[CH:41][N:40]=[CH:39][CH:38]=1)#[CH:36]>>[Cl:1][C:2]1[CH:7]=[CH:6][C:5]([C@:8]2([O:17][C@H:16]([CH2:18][OH:19])[C@@H:14]([OH:15])[C@H:12]([OH:13])[C@H:10]2[OH:11])[OH:9])=[CH:4][C:3]=1[CH2:20][C:21]1[CH:22]=[CH:23][C:24]([C:36]#[C:35][C:37]2[CH:42]=[CH:41][N:40]=[CH:39][CH:38]=2)=[CH:25][CH:26]=1. Reported procedure: The compound was obtained starting from 1-chloro-4-(β-D-glucopyranos-1-yl)-2-(4-trifluoromethylsulfonyloxy-benzyl)-benzene and 4-ethynyl-pyridine. Starting materials: C(C)OC(=O)C1=C(N(C=C1)C(C)C)C(O)C1=C(C=C(C=C1)Cl)C (2-[(4-chloro-2-methyl-phenyl)-hydroxy-methyl]-1-isopropyl-1H-pyrrole-3-carboxylic acid ethyl ester), ClC=1C=C(N)C=CC1F (3-chloro-4-fluoroaniline), NC=1C=C(C(N(C1)C)=O)Cl (5-amino-3-chloro-1-methyl-1H-pyridin-2-one), COC(=O)C1=C(N(C(=C1)Br)C(C)C)C(O)C1=CC=C(C=C1)Cl (5-bromo-2-[(4-chloro-phenyl)-hydroxy-methyl]-1-isopropyl-1H-pyrrole-3-carboxylic acid methyl ester). The product is C(C)OC(=O)C1=C(N(C=C1)C(C)C)C(C1=C(C=C(C=C1)Cl)C)NC1=CN(C(C(=C1)Cl)=O)C (2-[(5-Chloro-1-methyl-6-oxo-1,6-dihydro-pyridin-3-ylamino)-(4-chloro-2-methyl-phenyl)-methyl]-1-isopropyl-1H-pyrrole-3-carboxylic acid ethyl ester). RXN SMILES: [CH2:1]([O:3][C:4]([C:6]1[CH:10]=[CH:9][N:8]([CH:11]([CH3:13])[CH3:12])[C:7]=1[CH:14]([C:16]1[CH:21]=[CH:20][C:19]([Cl:22])=[CH:18][C:17]=1[CH3:23])O)=[O:5])[CH3:2].[NH2:24][C:25]1[CH:26]=[C:27]([Cl:33])[C:28](=[O:32])[N:29]([CH3:31])[CH:30]=1.COC(C1C=C(Br)N(C(C)C)C=1C(C1C=CC(Cl)=CC=1)O)=O.ClC1C=C(C=CC=1F)N>>[CH2:1]([O:3][C:4]([C:6]1[CH:10]=[CH:9][N:8]([CH:11]([CH3:13])[CH3:12])[C:7]=1[CH:14]([NH:24][C:25]1[CH:26]=[C:27]([Cl:33])[C:28](=[O:32])[N:29]([CH3:31])[CH:30]=1)[C:16]1[CH:21]=[CH:20][C:19]([Cl:22])=[CH:18][C:17]=1[CH3:23])=[O:5])[CH3:2]. Reported procedure: The title compound was prepared in analogy to the procedure described for Step D2, but 2-[(4-chloro-2-methyl-phenyl)-hydroxy-methyl]-1-isopropyl-1H-pyrrole-3-carboxylic acid ethyl ester (Step A4) and 5-amino-3-chloro-1-methyl-1H-pyridin-2-one (Step E5) were used instead of 5-bromo-2-[(4-chloro-phenyl)-hydroxy-methyl]-1-isopropyl-1H-pyrrole-3-carboxylic acid methyl ester and 3-chloro-4-fluoroaniline respectively to afford the title compound as a dark blue-green foam. tR: 5.19 min (HPLC 1); ESI-MS...